From a dataset of the Open Reaction Database (ORD), a public repository of structured organic reaction records. describe an organic reaction: reactants, conditions, products, and yield Reactants: C[O-].[Na+] (Sodium methylate), COC(C(C(=O)OC)OC1=C(C=CC=C1)OC)=O (dimethyl-(o-methoxyphenoxy)malonate), Cl.C(C)(=N)N (acetamidine hydrochloride). The solvent is CO (methanol). Conditions: time 8 hour. Yields the product COC1=C(OC=2C(=NC(=NC2O)C)O)C=CC=C1 (5-(o-methoxyphenoxy)-4,6-dihydroxy-2-methyl-pyrimidine). Yield: 69.3%. Reaction SMILES: CO[C:3](=[O:18])[CH:4]([O:9][C:10]1[CH:15]=[CH:14][CH:13]=[CH:12][C:11]=1[O:16][CH3:17])[C:5]([O:7]C)=O.C[O-].[Na+].Cl.[C:23]([NH2:26])(=[NH:25])[CH3:24]>CO>[CH3:17][O:16][C:11]1[CH:12]=[CH:13][CH:14]=[CH:15][C:10]=1[O:9][C:4]1[C:3]([OH:18])=[N:25][C:23]([CH3:24])=[N:26][C:5]=1[OH:7] |f:1.2,3.4|. Reported procedure: A solution of dimethyl-(o-methoxyphenoxy)malonate (10 g) in dry methanol (80 ml) was cooled to 0° C. Sodium methylate (6.71 g) was added portionwise. To the suspension was added of acetamidine hydrochloride (2.84 g) and the mixture was stirred overnight at r.t. The solvent was removed under reduced pressure and the residue was suspended in diethyl ether (100 ml). The solid was filtered off, washed with another portion of diethyl ether (100 ml) and dissolved in water (50 ml). The pH was adjusted ... Starting materials: C(C#C)N (propargylamine), C1(=CC=C(C=C1)S(=O)(=O)O)C (p-toluenesulfonic acid), ClCCCNC(=O)NC1=C(C=CC=C1C)C (N-(3-chloropropyl)-N'-(2,6-dimethylphenyl)urea). The solvent is C(C)#N (acetonitrile). Product: CC1=C(C(=CC=C1)C)NC(=O)NCCCNCC#C (N-(2,6-dimethylphenyl)-N'-[3-(2-propynylamino)propyl]urea), CC1=CC=C(C=C1)S(=O)(=O)[O-] (4-methylbenzenesulfonate). As a reaction SMILES: Cl[CH2:2][CH2:3][CH2:4][NH:5][C:6]([NH:8][C:9]1[C:14]([CH3:15])=[CH:13][CH:12]=[CH:11][C:10]=1[CH3:16])=[O:7].[CH2:17]([NH2:20])[C:18]#[CH:19].[C:21]1([CH3:31])[CH:26]=[CH:25][C:24]([S:27]([OH:30])(=[O:29])=[O:28])=[CH:23][CH:22]=1>C(#N)C>[CH3:16][C:10]1[CH:11]=[CH:12][CH:13]=[C:14]([CH3:15])[C:9]=1[NH:8][C:6]([NH:5][CH2:4][CH2:3][CH2:2][NH:20][CH2:17][C:18]#[CH:19])=[O:7].[CH3:31][C:21]1[CH:22]=[CH:23][C:24]([S:27]([O-:30])(=[O:29])=[O:28])=[CH:25][CH:26]=1. Reported procedure: A mixture of 65 grams of N-(3-chloropropyl)-N'-(2,6-dimethylphenyl)urea, 350 ml. of acetonitrile, and 50 grams of propargylamine was refluxed for 19 hours. The reaction mixture was filtered and the filtrate was evaporated to dryness in vacuo. The residue was dissolved in chloroform and extracted with 250 ml. of 20% hydrochloric acid. The acid extract was cooled and made basic with 50% sodium hydroxide solution. The mixture was extracted with dichloromethane. After drying over magnesium sulfate, ... The reactants are CC(C)(C)[Si](C)(C)Oc1ccc(CO)cc1, CCOC(=O)N=NC(=O)OCC, C1CCOC1, O=C1c2ccccc2C(=O)N1O, c1ccc(P(c2ccccc2)c2ccccc2)cc1. Product: CC(C)(C)[Si](C)(C)Oc1ccc(CON2C(=O)c3ccccc3C2=O)cc1. Reaction SMILES: [C:13]([CH3:14])([CH3:15])([CH3:16])[Si:17]([O:18][c:19]1[cH:20][cH:21][c:22]([CH2:23][OH:24])[cH:25][cH:26]1)([CH3:27])[CH3:28].[O:1]=[C:2]([O:3][CH2:4][CH3:5])[N:6]=[N:7][C:8]([O:9][CH2:10][CH3:11])=[O:12].[O:60]1[CH2:61][CH2:62][CH2:63][CH2:64]1.[OH:29][N:30]1[C:31](=[O:40])[c:32]2[c:33]([cH:36][cH:37][cH:38][cH:39]2)[C:34]1=[O:35].[c:41]1([P:42]([c:43]2[cH:44][cH:45][cH:46][cH:47][cH:48]2)[c:49]2[cH:50][cH:51][cH:52][cH:53][cH:54]2)[cH:55][cH:56][cH:57][cH:58][cH:59]1>>[C:13]([CH3:14])([CH3:15])([CH3:16])[Si:17]([O:18][c:19]1[cH:20][cH:21][c:22]([CH2:23][O:24][N:30]2[C:31](=[O:40])[c:32]3[c:33]([cH:36][cH:37][cH:38][cH:39]3)[C:34]2=[O:35])[cH:25][cH:26]1)([CH3:27])[CH3:28].